Dataset: the Open Reaction Database (ORD), a public repository of structured organic reaction records. Task: describe an organic reaction: reactants, conditions, products, and yield The reactants are COC(C1=CC(=CC=C1)C1=NOC(=C1)COC1OCCCC1)=O ((RS)-3-[5-(tetrahydro-pyran-2-yloxymethyl)-isoxazol-3-yl]-benzoic acid methyl ester), C(C)(=O)OC(C)(C)C.[Li] (lithium tert.-butyl acetate). Product: C(C)(C)(C)OC(CC(C1=CC(=CC=C1)C1=NOC(=C1)COC1OCCCC1)=O)=O ((RS)-3-Oxo-3-{3-[5-(tetrahydro-pyran-2-yloxymethyl)-isoxazol-3-yl]-phenyl}-propionic acid tert.-butyl ester), oil. Reaction SMILES: CO[C:3](=[O:23])[C:4]1[CH:9]=[CH:8][CH:7]=[C:6]([C:10]2[CH:14]=[C:13]([CH2:15][O:16][CH:17]3[CH2:22][CH2:21][CH2:20][CH2:19][O:18]3)[O:12][N:11]=2)[CH:5]=1.[C:24]([O:27][C:28]([CH3:31])([CH3:30])[CH3:29])(=[O:26])[CH3:25].[Li]>>[C:28]([O:27][C:24](=[O:26])[CH2:25][C:3](=[O:23])[C:4]1[CH:9]=[CH:8][CH:7]=[C:6]([C:10]2[CH:14]=[C:13]([CH2:15][O:16][CH:17]3[CH2:22][CH2:21][CH2:20][CH2:19][O:18]3)[O:12][N:11]=2)[CH:5]=1)([CH3:31])([CH3:30])[CH3:29] |f:1.2,^1:31|. Procedure: The title compound was prepared from (RS)-3-[5-(tetrahydro-pyran-2-yloxymethyl)-isoxazol-3-yl]-benzoic acid methyl ester [prepared from (Z)-3-(hydroxyimino-methyl)-benzoic acid methyl ester [CAS-No. 91186-80-0] by treatment with NCS, cat. amount pyridine in CHCl3 followed by addition of (RS)-tetrahydro-2-(2-propynyloxy)-2H-pyran and slow addition of Et3N in CHCl3 at 23°C.] by treatment with lithium tert.-butyl acetate according to general procedure K (method b). Obtained as a yellow oil (3.00 g)...